This data is from the Open Reaction Database (ORD), a public repository of structured organic reaction records. The task is: describe an organic reaction: reactants, conditions, products, and yield The reactants are CC1=NC=CC(=C1OC=1C(=NC=C(C1)SC1=NC=CC=C1)NC1=NC(=NS1)[C@@H]1OC2(OC1)CCCCC2)C ((S)—N-(3-(2,4-dimethylpyridin-3-yloxy)-5-(pyridin-2-ylthio)pyridin-2-yl)-3-(1,4-dioxaspiro[4.5]decan-2-yl)-1,2,4-thiadiazol-5-amine), solution, Cl (HCl), CCOCC (Ether). The solvent is C(C)O (ethanol). Run at temperature 80 celsius, time 30 minute. The product is Cl.CC1=NC=CC(=C1OC=1C(=NC=C(C1)SC1=NC=CC=C1)NC1=NC(=NS1)[C@@H](CO)O)C ((S)-1-(5-(3-(2,4-dimethylpyridin-3-yloxy)-5-(pyridin-2-ylthio)pyridin-2-ylamino)-1,2,4-thiadiazol-3-yl)ethane-1,2-diol hydrochloride). Yield: 61.9%. Reaction SMILES: [CH3:1][C:2]1[C:7]([O:8][C:9]2[C:10]([NH:22][C:23]3[S:27][N:26]=[C:25]([C@H:28]4[CH2:32][O:31]C5(CCCCC5)[O:29]4)[N:24]=3)=[N:11][CH:12]=[C:13]([S:15][C:16]3[CH:21]=[CH:20][CH:19]=[CH:18][N:17]=3)[CH:14]=2)=[C:6]([CH3:38])[CH:5]=[CH:4][N:3]=1.[ClH:39].CCOCC>C(O)C>[ClH:39].[CH3:1][C:2]1[C:7]([O:8][C:9]2[C:10]([NH:22][C:23]3[S:27][N:26]=[C:25]([C@H:28]([OH:29])[CH2:32][OH:31])[N:24]=3)=[N:11][CH:12]=[C:13]([S:15][C:16]3[CH:21]=[CH:20][CH:19]=[CH:18][N:17]=3)[CH:14]=2)=[C:6]([CH3:38])[CH:5]=[CH:4][N:3]=1 |f:4.5|. Procedure: To a solution of (S)—N-(3-(2,4-dimethylpyridin-3-yloxy)-5-(pyridin-2-ylthio)pyridin-2-yl)-3-(1,4-dioxaspiro[4.5]decan-2-yl)-1,2,4-thiadiazol-5-amine (0.360 g, 0.656 mmol) in ethanol (25 mL) was added an aqueous 6N solution of HCl (2 mL). The reaction was heated at 80° C. for 2 hours, then cooled to ambient temperature, stirred for 30 minutes, then cooled to 0° C. Ether (25 mL) was slowly added to initiate precipitation/crystallization. The reaction was stirred 30 minutes, then filtered. The soli... The reactants are C(CCCCCCCC)C1(CC2=CC=CC=C2CC1)C(=O)Cl (2-n-nonyl-1,2,3,4-tetrahydro-2-naphthoyl chloride), FC1=C(N)C(=CC(=C1)F)F (2,4,6-trifluoroaniline). The reagents and catalysts are CN(C1=CC=NC=C1)C (4-dimethylaminopyridine). Solvent: C(Cl)Cl (methylene chloride), C(Cl)Cl (methylene chloride), C(Cl)Cl (methylene chloride). Run at time 44 hour. Product: C(CCCCCCCC)C1(CC2=CC=CC=C2CC1)C(=O)NC1=C(C=C(C=C1F)F)F (2-n-Nonyl-N-(2,4,6-trifluorophenyl)-1,2,3,4-tetrahydro-2-naphthamide). Isolated yield 58.3%. RXN SMILES: [F:1][C:2]1[CH:8]=[C:7]([F:9])[CH:6]=[C:5]([F:10])[C:3]=1[NH2:4].[CH2:11]([C:20]1([C:30](Cl)=[O:31])[CH2:29][CH2:28][C:27]2[C:22](=[CH:23][CH:24]=[CH:25][CH:26]=2)[CH2:21]1)[CH2:12][CH2:13][CH2:14][CH2:15][CH2:16][CH2:17][CH2:18][CH3:19]>CN(C)C1C=CN=CC=1.C(Cl)Cl>[CH2:11]([C:20]1([C:30]([NH:4][C:3]2[C:2]([F:1])=[CH:8][C:7]([F:9])=[CH:6][C:5]=2[F:10])=[O:31])[CH2:29][CH2:28][C:27]2[C:22](=[CH:23][CH:24]=[CH:25][CH:26]=2)[CH2:21]1)[CH2:12][CH2:13][CH2:14][CH2:15][CH2:16][CH2:17][CH2:18][CH3:19]. Procedure details: To a solution of 1.0 g (6.8 mmole) 2,4,6-trifluoroaniline and 830 mg (6.8 mmole) 4-dimethylaminopyridine in 40 ml methylene chloride cooled to 5° C. under nitrogen was added a solution of 2.12 g (6.6 mmole) 2-n-nonyl-1,2,3,4-tetrahydro-2-naphthoyl chloride in 10 ml methylene chloride. The resulting solution was stirred at room temperature for 44 hours. Fifty milliters of methylene chloride was then added and the solution was washed sequentially with 30 ml aqueous hydrochloric acid, 30 ml water a...